This data is from the Open Reaction Database (ORD), a public repository of structured organic reaction records. The task is: describe an organic reaction: reactants, conditions, products, and yield Starting materials: C(C=C)C1=CNC=2C=CC=C(C12)C(=O)OC (methyl 3-allyl-1H-indole-4-carboxylate), [H-].[Na+] (sodium hydride), C1(=CC=CC=C1)S(=O)(=O)Cl (benzenesulfonyl chloride). Run in CN(C)C=O (DMF), CN(C)C=O (DMF). Conditions: temperature 0 celsius, time 1 hour. The product is C(C=C)C1=CN(C=2C=CC=C(C12)C(=O)OC)S(=O)(=O)C1=CC=CC=C1 (methyl 3-allyl-1-(phenylsulfonyl)-1H-indole-4-carboxylate). The yield is 86.7%. Reaction SMILES: [H-].[Na+].[CH2:3]([C:6]1[C:14]2[C:13]([C:15]([O:17][CH3:18])=[O:16])=[CH:12][CH:11]=[CH:10][C:9]=2[NH:8][CH:7]=1)[CH:4]=[CH2:5].[C:19]1([S:25](Cl)(=[O:27])=[O:26])[CH:24]=[CH:23][CH:22]=[CH:21][CH:20]=1>CN(C=O)C>[CH2:3]([C:6]1[C:14]2[C:13]([C:15]([O:17][CH3:18])=[O:16])=[CH:12][CH:11]=[CH:10][C:9]=2[N:8]([S:25]([C:19]2[CH:24]=[CH:23][CH:22]=[CH:21][CH:20]=2)(=[O:27])=[O:26])[CH:7]=1)[CH:4]=[CH2:5] |f:0.1|. Reported procedure: To a 0° C. cooled suspension of sodium hydride (60% dispersion in mineral oil, 0.450 g, 11.24 mmol) in DMF (50 mL) was slowly added a solution of methyl 3-allyl-1H-indole-4-carboxylate (2.20 g, 10.22 mmol) from Step A above in DMF (30 mL). The mixture stirred at 0° C. under an atmosphere of nitrogen for 1 h. To this was added benzenesulfonyl chloride (1.30 mL, 10.22 mmol). The mixture continued to stir for 16 h while gradually warming to room temperature. The mixture was carefully quenched with ...